This data is from the Open Reaction Database (ORD), a public repository of structured organic reaction records. The task is: describe an organic reaction: reactants, conditions, products, and yield The reactants are CO, [K+], CCCCCNc1nc(N)nc(C)c1Cc1ccc(CC#N)cc1F, [OH-]. Product: CCCCCNc1nc(N)nc(C)c1Cc1ccc(CC(=O)O)cc1F. RXN SMILES: [CH3:28][OH:29].[K+:2].[NH2:3][c:4]1[n:5][c:6]([NH:22][CH2:23][CH2:24][CH2:25][CH2:26][CH3:27])[c:7]([CH2:11][c:12]2[c:13]([F:21])[cH:14][c:15]([CH2:18][C:19]#[N:20])[cH:16][cH:17]2)[c:8]([CH3:10])[n:9]1.[OH-:1]>>[O:1]=[C:19]([CH2:18][c:15]1[cH:14][c:13]([F:21])[c:12]([CH2:11][c:7]2[c:6]([NH:22][CH2:23][CH2:24][CH2:25][CH2:26][CH3:27])[n:5][c:4]([NH2:3])[n:9][c:8]2[CH3:10])[cH:17][cH:16]1)[OH:29].